Dataset: the Open Reaction Database (ORD), a public repository of structured organic reaction records. Task: describe an organic reaction: reactants, conditions, products, and yield Starting materials: CNC(CN1CCCC1)C(C)OC, CCN(C(C)C)C(C)C, ClCCl, Cc1cc(C(=O)Cl)ccc1F. Yields the product COC(C)C(CN1CCCC1)N(C)C(=O)c1ccc(F)c(C)c1. Reaction SMILES: [CH3:1][O:2][CH:3]([CH:4]([CH2:5][N:6]1[CH2:7][CH2:8][CH2:9][CH2:10]1)[NH:11][CH3:12])[CH3:13].[CH:14]([N:15]([CH2:16][CH3:17])[CH:18]([CH3:19])[CH3:20])([CH3:21])[CH3:22].[Cl:34][CH2:35][Cl:36].[F:23][c:24]1[c:25]([CH3:33])[cH:26][c:27]([C:28](=[O:29])[Cl:30])[cH:31][cH:32]1>>[CH3:1][O:2][CH:3]([CH:4]([CH2:5][N:6]1[CH2:7][CH2:8][CH2:9][CH2:10]1)[N:11]([CH3:12])[C:28]([c:27]1[cH:26][c:25]([CH3:33])[c:24]([F:23])[cH:32][cH:31]1)=[O:29])[CH3:13].